describe an organic reaction: reactants, conditions, products, and yield From a dataset of the Open Reaction Database (ORD), a public repository of structured organic reaction records. Starting materials: [H-].[Na+] (sodium hydride), C([O-])([O-])=O.[Na+].[Na+] (sodium carbonate), ClC1=C(C(=CC=C1)F)CC(=O)OC (methyl (2-chloro-6-fluorophenyl)acetate), C(=O)OC (methyl formate). Run in CN(C)C=O (DMF), CN(C)C=O (DMF). Conditions: time 3.5 hour. Product: ClC1=C(C(=CC=C1)F)C(C(=O)OC)=CO (methyl 2-(2-chloro-6-fluorophenyl)-3-hydroxypropenoate). Reaction SMILES: [Cl:1][C:2]1[CH:7]=[CH:6][CH:5]=[C:4]([F:8])[C:3]=1[CH2:9][C:10]([O:12][CH3:13])=[O:11].[CH:14](OC)=[O:15].[H-].[Na+].C(=O)([O-])[O-].[Na+].[Na+]>CN(C=O)C>[Cl:1][C:2]1[CH:7]=[CH:6][CH:5]=[C:4]([F:8])[C:3]=1[C:9](=[CH:14][OH:15])[C:10]([O:12][CH3:13])=[O:11] |f:2.3,4.5.6|. Reported procedure: A mixture of methyl (2-chloro-6-fluorophenyl)acetate (5.20 g) and methyl formate (31.4 ml) in dry DMF (40 ml) was added dropwise to a stirred suspension of sodium hydride (1.23 g) in dry DMF (40 ml) at a temperature between 0 and 5° C. Vigorous evolution of gas was observed. The reaction mixture was stirred at room temperature for 3.5 hours, then poured into a mixture of ice and aqueous sodium carbonate, and washed with ether. The resulting aqueous mixture was acidified with concentrated hydroch... Yields the product CCc1nc2c(cnn2CC)c(NC2CCOCC2)c1CNC(=O)c1cccc(C(=O)NCc2ccc(Cl)c(-c3cccc(CN4CC5CC4CN5)c3)c2)c1. RXN SMILES: [C:64]([O:65][BH-:66]([O:67][C:68](=[O:69])[CH3:70])[O:71][C:72](=[O:73])[CH3:74])(=[O:75])[CH3:76].[CH3:60][C:61](=[O:62])[OH:63].[CH:50]12[N:51]([C:57]([O-:58])=[O:59])[CH2:52][CH:53]([NH:54][CH2:55]1)[CH2:56]2.[Cl:1][c:2]1[cH:3][cH:4][c:5]([CH2:16][NH:17][C:18](=[O:19])[c:20]2[cH:21][c:22]([C:26](=[O:27])[NH:28][CH2:29][c:30]3[c:31]([NH:43][CH:44]4[CH2:45][CH2:46][O:47][CH2:48][CH2:49]4)[c:32]4[c:33]([n:34][c:35]3[CH2:36][CH3:37])[n:38]([CH2:41][CH3:42])[n:39][cH:40]4)[cH:23][cH:24][cH:25]2)[cH:6][c:7]1-[c:8]1[cH:9][c:10]([CH:14]=[O:15])[cH:11][cH:12][cH:13]1.[Cl:85][CH2:86][CH2:87][Cl:88].[Cl:89][CH2:90][Cl:91].[F:78][C:79]([F:80])([F:81])[C:82]([OH:83])=[O:84].[Na+:77]>>[Cl:1][c:2]1[cH:3][cH:4][c:5]([CH2:16][NH:17][C:18](=[O:19])[c:20]2[cH:21][c:22]([C:26](=[O:27])[NH:28][CH2:29][c:30]3[c:31]([NH:43][CH:44]4[CH2:45][CH2:46][O:47][CH2:48][CH2:49]4)[c:32]4[c:33]([n:34][c:35]3[CH2:36][CH3:37])[n:38]([CH2:41][CH3:42])[n:39][cH:40]4)[cH:23][cH:24][cH:25]2)[cH:6][c:7]1-[c:8]1[cH:9][c:10]([CH2:14][N:51]2[CH:50]3[CH2:55][NH:54][CH:53]([CH2:52]2)[CH2:56]3)[cH:11][cH:12][cH:13]1. The reactants are CC(=O)O[BH-](OC(C)=O)OC(C)=O, CC(=O)O, O=C([O-])N1CC2CC1CN2, CCc1nc2c(cnn2CC)c(NC2CCOCC2)c1CNC(=O)c1cccc(C(=O)NCc2ccc(Cl)c(-c3cccc(C=O)c3)c2)c1, ClCCCl, ClCCl, O=C(O)C(F)(F)F, [Na+]. Product: NC1[C@@H]2N(C(=C(CS2)CSC=2N3C(=NN2)C=CC=C3)C(=O)O)C1=O (7-Amino-3-(pyrido[2,1-c]-s-triazol-3-ylthiomethyl]-3-cephem-4-carboxylic Acid). Solvent: O (water), CC(=O)C (acetone), O (water). Run at temperature 50 celsius, time 10 minute. Procedure details: 2.72 g (0.01 mol) of 7-aminocephalosporanic acid was suspended in 18 ml of water, and a suspension of 2.1 g (0.025 mol) of sodium bicarbonate in 20 ml of water was added dropwise thereto over a period of time of 10 minutes. The inside temperature of the reactor was then increased to 50° C., and a suspension of 1.81 g (0.0125 mol) of 3-mercaptopyrido[2,1-c]-s-triazole in 35 ml of acetone was added dropwise thereto over a period of time of 10 minutes. The resulting mixture was refluxed for 4 hours... The yield is 63.6%. The reactants are C([O-])(O)=O.[Na+] (sodium bicarbonate), SC=1N2C(=NN1)C=CC=C2 (3-mercaptopyrido[2,1-c]-s-triazole), CC(=O)OCC1=C(N2[C@@H]([C@@H](C2=O)N)SC1)C(=O)O (7-aminocephalosporanic acid), Cl (hydrochloric acid). RXN SMILES: CC(O[CH2:5][C:6]1[CH2:15][S:14][C@@H:9]2[C@H:10]([NH2:13])[C:11](=[O:12])[N:8]2[C:7]=1[C:16]([OH:18])=[O:17])=O.C(=O)(O)[O-].[Na+].[SH:24][C:25]1[N:26]2[CH:33]=[CH:32][CH:31]=[CH:30][C:27]2=[N:28][N:29]=1.Cl>O.CC(C)=O>[NH2:13][CH:10]1[C:11](=[O:12])[N:8]2[C:7]([C:16]([OH:18])=[O:17])=[C:6]([CH2:5][S:24][C:25]3[N:26]4[CH:33]=[CH:32][CH:31]=[CH:30][C:27]4=[N:28][N:29]=3)[CH2:15][S:14][C@H:9]12 |f:1.2|.